From a dataset of the Open Reaction Database (ORD), a public repository of structured organic reaction records. describe an organic reaction: reactants, conditions, products, and yield The reactants are [OH-].[Na+] (sodium hydroxide), O (water), C(C)OC(=O)C=1C(=NOC1C)C1CCOCC1 (5-methyl-3-(tetrahydro-pyran-4-yl)-isoxazole-4-carboxylic acid ethyl ester), [H-].[Al+3].[Li+].[H-].[H-].[H-] (lithium aluminum hydride), O (Water). Solvent: C1CCOC1 (THF). Reaction conditions: time 18 hour. Product: CC1=C(C(=NO1)C1CCOCC1)CO ([5-Methyl-3-(tetrahydro-pyran-4-yl)-isoxazol-4-yl]-methanol). The yield is 33.4%. RXN SMILES: C([O:3][C:4]([C:6]1[C:7]([CH:12]2[CH2:17][CH2:16][O:15][CH2:14][CH2:13]2)=[N:8][O:9][C:10]=1[CH3:11])=O)C.[H-].[Al+3].[Li+].[H-].[H-].[H-].O.[OH-].[Na+]>C1COCC1>[CH3:11][C:10]1[O:9][N:8]=[C:7]([CH:12]2[CH2:17][CH2:16][O:15][CH2:14][CH2:13]2)[C:6]=1[CH2:4][OH:3] |f:1.2.3.4.5.6,8.9|. Procedure details: To a solution of 5-methyl-3-(tetrahydro-pyran-4-yl)-isoxazole-4-carboxylic acid ethyl ester (4.0 g, 16.7 mmol) in THF (55 mL) at 0° C. was added lithium aluminum hydride (349 mg, 9.0 mmol). And the resulting mixture stirred for 18 h at room temperature. Water (0.5 mL) was added carefully followed by aqueous sodium hydroxide (15%, 1.0 mL) and water (2.2 mL). The resulting suspension was stirred for 15 min at ambient temperature and filtered over Hyflo®. The filtrate was then evaporated and purifi...